This data is from the Open Reaction Database (ORD), a public repository of structured organic reaction records. The task is: describe an organic reaction: reactants, conditions, products, and yield Starting materials: C(=O)(Cl)Cl (phosgene), five, OC1=CC=C(C=C1)C(C)(C)C1=CC=C(C=C1)O (bisphenol A), C(C)(C)(C1=CC=CC=C1)C1=CC=C(C=C1)O (p-cumylphenol), C(=O)(Cl)Cl (phosgene), C(=O)=O (dry ice), [Na][Na] (disodium), C(=O)(Cl)Cl (phosgene). Run in C(Cl)Cl (methylene chloride), C(C)N(CC)CC (triethylamine). Yields the product C(CCCCCCCCC(=O)O)(=O)O (Sebacic Acid). RXN SMILES: [C:1](=[O:3])=[O:2].O[C:5]1[CH:10]=[CH:9][C:8]([C:11]([C:14]2[CH:19]=[CH:18][C:17]([OH:20])=CC=2)(C)C)=CC=1.C(C1C=CC([OH:36])=CC=1)(C1C=CC=CC=1)(C)C.[Na][Na].C(Cl)(Cl)=O>C(Cl)Cl.C(N(CC)CC)C>[C:17]([OH:20])(=[O:36])[CH2:18][CH2:19][CH2:14][CH2:11][CH2:8][CH2:9][CH2:10][CH2:5][C:1]([OH:3])=[O:2]. Procedure: A 2000 mL five neck Morton flask equipped with a bottom outlet was fitted with a mechanical stirrer, a pH probe, an aqueous sodium hydroxyde (50%) inlet tube, a Claisen adapter to which dry ice condenser was attached, and a gas inlet tube. The flask was charged with bisphenol A (71 g, 311 retool), triethylamine (0.9 mL), p-cumylphenol (2.0 g, 9 retool), methylene chloride (220 mL), and the disodium salt solution of DDDA described above. Then phosgene was introduced at a rate of 2 g/rain, while t... Reactants: C([O-])([O-])=O.[K+].[K+] (potassium carbonate), crude product, C(C)(C)(C)NC(=O)[C@H]1NC[C@H]2CCCC[C@H]2C1 ((3S, 4aS, 8aS)-decahydroisoquinoline-3-carboxylic acid t-butylamide), C(C)(=O)OC[C@H](OS(=O)(=O)C)[C@H]1N=C(OC1)C1=C(C(=CC=C1)OC(C)=O)C ((2R)-1-acetoxy-2-((4S)-2-(3-acetoxy-2-methylphenyl)-4,5-dihydrooxazol-4-yl)-2methanesulfonyloxyethane), CO (methanol). Solvent: O (water), O (Water). Reaction conditions: temperature 50 celsius, time 5.5 hour. Yields the product C(C)(C)(C)NC(=O)[C@H]1N(C[C@H]2CCCC[C@H]2C1)C[C@@H](O)[C@H]1N=C(OC1)C1=C(C(=CC=C1)O)C ((3S, 4aS, 8aS)-2-{(2 R)-2-[(4S)-2-(3-Hydroxy-2-methylphenyl)-4,5-dihydrooxazol-4-yl]-2-hydroxyethyl}decahydroisoquinoline-3-carboxylic Acid t-butylamide). Reaction SMILES: C(O[CH2:5][C@@H:6]([C@@H:12]1[CH2:16][O:15][C:14]([C:17]2[CH:22]=[CH:21][CH:20]=[C:19]([O:23]C(=O)C)[C:18]=2[CH3:27])=[N:13]1)[O:7]S(C)(=O)=O)(=O)C.CO.[C:30]([NH:34][C:35]([C@@H:37]1[CH2:46][C@H:45]2[C@H:40]([CH2:41][CH2:42][CH2:43][CH2:44]2)[CH2:39][NH:38]1)=[O:36])([CH3:33])([CH3:32])[CH3:31].C(=O)([O-])[O-].[K+].[K+]>O>[C:30]([NH:34][C:35]([C@@H:37]1[CH2:46][C@H:45]2[C@H:40]([CH2:41][CH2:42][CH2:43][CH2:44]2)[CH2:39][N:38]1[CH2:5][C@H:6]([C@@H:12]1[CH2:16][O:15][C:14]([C:17]2[CH:22]=[CH:21][CH:20]=[C:19]([OH:23])[C:18]=2[CH3:27])=[N:13]1)[OH:7])=[O:36])([CH3:33])([CH3:31])[CH3:32] |f:3.4.5|. Procedure details: The crude product of Example 3, (2R)-1-acetoxy-2-((4S)-2-(3-acetoxy-2-methylphenyl)-4,5-dihydrooxazol-4-yl)-2methanesulfonyloxyethane, 18′(1.98 kg, 3.30 mol) was suspended in a mixed solvent of methanol (6.50 L) and water (6.50 L), and (3S, 4aS, 8aS)-decahydroisoquinoline-3-carboxylic acid t-butylamide, 642 g, 2.62 mol) and potassium carbonate (1.36 kg, 9.81 mol) were successively added, which was followed by stirring at 50° C. for 5.5 h ours. Water (6.50 L) was added to cool the reaction mixtur... Starting materials: C(C)(=O)N1CCN(CC1)C(C)C (1-acetyl-4-isopropylpiperazine), [OH-].[K+] (potassium hydroxide). Run in CO (methanol). The product is C(C)(C)N1CCNCC1 (1-Isopropylpiperazine). Yield: 105.7%. Reaction SMILES: C([N:4]1[CH2:9][CH2:8][N:7]([CH:10]([CH3:12])[CH3:11])[CH2:6][CH2:5]1)(=O)C.[OH-].[K+]>CO>[CH:10]([N:7]1[CH2:8][CH2:9][NH:4][CH2:5][CH2:6]1)([CH3:12])[CH3:11] |f:1.2|. Reported procedure: To 7.26 g of 1-acetyl-4-isopropylpiperazine were added 100 ml of methanol and 10 g of potassium hydroxide and the mixture was heated under reflux for 17 hours. After the solvent was distilled off, water and chloroform were added. The mixture was extracted with chloroform and dried over anhydrous magnesium sulfate. The solvent was distilled off under reduced pressure to afford 5.78 g of the title compound as an oily substance.